Dataset: the Open Reaction Database (ORD), a public repository of structured organic reaction records. Task: describe an organic reaction: reactants, conditions, products, and yield The reactants are CC#N, [Li+], [OH-], O, O=C(O)C(F)(F)F, CCOC(=O)CC(NC(=O)CNC(=O)c1cccc(NC(=O)NCc2ccccc2)c1)c1ccccc1. Product: O=C(O)CC(NC(=O)CNC(=O)c1cccc(NC(=O)NCc2ccccc2)c1)c1ccccc1. RXN SMILES: [C:47](#[N:48])[CH3:49].[Li+:38].[OH-:39].[OH2:50].[OH:40][C:41]([C:42]([F:43])([F:44])[F:45])=[O:46].[c:1]1([CH2:7][NH:8][C:9](=[O:10])[NH:11][c:12]2[cH:13][c:14]([C:18](=[O:19])[NH:20][CH2:21][C:22](=[O:23])[NH:24][CH:25]([CH2:26][C:27](=[O:28])[O:29][CH2:30][CH3:31])[c:32]3[cH:33][cH:34][cH:35][cH:36][cH:37]3)[cH:15][cH:16][cH:17]2)[cH:2][cH:3][cH:4][cH:5][cH:6]1>>[c:1]1([CH2:7][NH:8][C:9](=[O:10])[NH:11][c:12]2[cH:13][c:14]([C:18](=[O:19])[NH:20][CH2:21][C:22](=[O:23])[NH:24][CH:25]([CH2:26][C:27](=[O:28])[OH:29])[c:32]3[cH:33][cH:34][cH:35][cH:36][cH:37]3)[cH:15][cH:16][cH:17]2)[cH:2][cH:3][cH:4][cH:5][cH:6]1. The reactants are N1(C=NC=C1)CC(=O)C1=CC=2CC3=CC=CC=C3C2C=C1 (2-(1H-imidazol-1-yl)-1-(9H-fluoren-2-yl)ethanone), [OH-].[Na+] (sodium hydroxide), CS(=O)(=O)O (methanesulfonic acid), C(CS)S (1,2-ethanedithiol), CC(=O)C (acetone), Cl (hydrochloric acid). Run in O (water). Run at time 8 hour. The product is Cl.C1=C(C=CC=2C3=CC=CC=C3CC12)C1(SCCS1)CN1C=NC=C1 (1-([2-(9H-fluoren-2-yl)-1,3-dithiolan-2-yl]methyl)-1H-imidazole hydrochloride). Reaction SMILES: [N:1]1([CH2:6][C:7]([C:9]2[CH:21]=[CH:20][C:19]3[C:18]4[C:13](=[CH:14][CH:15]=[CH:16][CH:17]=4)[CH2:12][C:11]=3[CH:10]=2)=O)[CH:5]=[CH:4][N:3]=[CH:2]1.CS(O)(=O)=O.[CH2:27]([SH:30])[CH2:28][SH:29].[OH-].[Na+].CC(C)=O.[ClH:37]>O>[ClH:37].[CH:10]1[C:11]2[CH2:12][C:13]3[C:18](=[CH:17][CH:16]=[CH:15][CH:14]=3)[C:19]=2[CH:20]=[CH:21][C:9]=1[C:7]1([CH2:6][N:1]2[CH:5]=[CH:4][N:3]=[CH:2]2)[S:30][CH2:27][CH2:28][S:29]1 |f:3.4,8.9|. Procedure: To a solution of 10.0 g. of 2-(1H-imidazol-1-yl)-1-(9H-fluoren-2-yl)ethanone in 25 ml. of methanesulfonic acid were added 12.2 ml. of 1,2-ethanedithiol. After stirring overnight at room temperature, the reaction mixture was poured into water and the solution was made basic with sodium hydroxide. The resulting solid was recovered by filtration and crystallized from acetone/3 equivalents of hydrochloric acid to provide 10.16 g. of the title product, m.p. 248° C. Starting materials: OC(C)C=1C(=CC(=C(C1)NC(=O)N1CCN(CC1)C1=CC(=CC(=C1)OC)OC)OC)C (1-{[5-(1-Hydroxyethyl)-2-methoxy-4-methylphenyl]aminocarbonyl}-4-(3,5-dimethoxyphenyl)piperazine), C=1C=CC(=CC1)N=NC=2C=CC(=NC2N)N.Cl.CC=1C=CC(=CC1)S(=O)(=O)O (pyridium p-toluenesulfonate). Solvent: C(Cl)(Cl)Cl (chloroform). The product is COC1=C(C=C(C(=C1)C)C=C)NC(=O)N1CCN(CC1)C1=CC(=CC(=C1)OC)OC (1-[(2-Methoxy-4-methyl-5-vinylphenyl)aminocarbonyl]-4-(3,5-dimethoxyphenyl)piperazine). The yield is 84.0%. RXN SMILES: O[CH:2]([C:4]1[C:5]([CH3:31])=[CH:6][C:7]([O:29][CH3:30])=[C:8]([NH:10][C:11]([N:13]2[CH2:18][CH2:17][N:16]([C:19]3[CH:24]=[C:23]([O:25][CH3:26])[CH:22]=[C:21]([O:27][CH3:28])[CH:20]=3)[CH2:15][CH2:14]2)=[O:12])[CH:9]=1)[CH3:3].C1C=CC(N=NC2C=CC(N)=NC=2N)=CC=1.Cl.CC1C=CC(S(O)(=O)=O)=CC=1>C(Cl)(Cl)Cl>[CH3:30][O:29][C:7]1[CH:6]=[C:5]([CH3:31])[C:4]([CH:2]=[CH2:3])=[CH:9][C:8]=1[NH:10][C:11]([N:13]1[CH2:18][CH2:17][N:16]([C:19]2[CH:20]=[C:21]([O:27][CH3:28])[CH:22]=[C:23]([O:25][CH3:26])[CH:24]=2)[CH2:15][CH2:14]1)=[O:12] |f:1.2.3|. Reported procedure: 1-{[5-(1-Hydroxyethyl)-2-methoxy-4-methylphenyl]aminocarbonyl}-4-(3,5-dimethoxyphenyl)piperazine(0.2 g, 0.47 mmol) was dissolved in chloroform(15 ml), pyridium p-toluenesulfonate(0.12 g, 0.47 mmol) was added thereto, and the resulting mixture was refluxed for 16 hours, and concentrated under the reduced pressure to remove chloroform and purified by column chromatography(ethylacetate:hexane=1:2) to obtain the titled compound. The reactants are BrC1=C2C=CC(N(C2=CC(=C1)C=1CCN(CC1)C(C)(C)C)C1=C(C=CC=C1Cl)Cl)=O (5-bromo-7-(1-tert-butyl-1,2,3,6-tetrahydropyridin-4-yl)-1-(2,6-dichlorophenyl)quinolin-2(1H)-one), ClC1=C(C=C(C=C1)B(O)O)F (4-chloro-3-fluorophenylboronic acid), C(=O)(C(F)(F)F)O (TFA). Yields the product C(C)(C)(C)N1CCC(CC1)C1=CC(=C2C=CC(N(C2=C1)C1=C(C=CC=C1Cl)Cl)=O)C1=CC=C(C=C1)F (7-(1-tert-Butylpiperidin-4-yl)-1-(2,6-dichlorophenyl)-5-(4-fluorophenyl)quinolin-2(1H)-one). As a reaction SMILES: Br[C:2]1[CH:11]=[C:10]([C:12]2[CH2:13][CH2:14][N:15]([C:18]([CH3:21])([CH3:20])[CH3:19])[CH2:16][CH:17]=2)[CH:9]=[C:8]2[C:3]=1[CH:4]=[CH:5][C:6](=[O:30])[N:7]2[C:22]1[C:27]([Cl:28])=[CH:26][CH:25]=[CH:24][C:23]=1[Cl:29].Cl[C:32]1[CH:37]=[CH:36][C:35](B(O)O)=[CH:34][C:33]=1[F:41].C(O)(C(F)(F)F)=O>>[C:18]([N:15]1[CH2:14][CH2:13][CH:12]([C:10]2[CH:9]=[C:8]3[C:3]([CH:4]=[CH:5][C:6](=[O:30])[N:7]3[C:22]3[C:27]([Cl:28])=[CH:26][CH:25]=[CH:24][C:23]=3[Cl:29])=[C:2]([C:36]3[CH:35]=[CH:34][C:33]([F:41])=[CH:32][CH:37]=3)[CH:11]=2)[CH2:17][CH2:16]1)([CH3:19])([CH3:21])[CH3:20]. Procedure details: The title compound was prepared from 5-bromo-7-(1-tert-butyl-1,2,3,6-tetrahydropyridin-4-yl)-1-(2,6-dichlorophenyl)quinolin-2(1H)-one (INTERMEDIATE ABA5) and using 4-chloro-3-fluorophenylboronic acid as described in EXAMPLE ABA11. 1H NMR (CD3OD, 500 MHz) TFA salt: δ 1.415 (s, 9H), 1.813 (dd, J=10.7, 12.8 Hz, 2H), 2.120 (m, 2H), 2.947 (tt, J=3.7, 12.4, 24.7 Hz, 1H), 3.064 (t, J=12.8 Hz, 1H), 3.674 (d, J=12.6 Hz, 2H), 6.490 (s, 1H), 6.736 (d, J=9.8 Hz, 1H), 7.245 (s, 1H), 7.289 (dd, J=1.6, 8.3 Hz,... Starting materials: 39.6, ClC1=CC(=C(C=C1)NC1CC(N(CC1)C(=O)OC)C)[N+](=O)[O-] (methyl 4-(4-chloro-2-nitrophenylamino)-2-methyl-1-piperidinecarboxylate), [H][H] (hydrogen). Reagents/catalysts: [Ni] (raney-nickel). The solvent is O1CCCC1 (tetrahydrofuran). Product: NC1=C(C=CC(=C1)Cl)NC1CC(N(CC1)C(=O)OC)C (methyl 4-(2-amino-4-chlorophenylamino)-2-methyl-1-piperidinecarboxylate). Reaction SMILES: [Cl:1][C:2]1[CH:7]=[CH:6][C:5]([NH:8][CH:9]2[CH2:14][CH2:13][N:12]([C:15]([O:17][CH3:18])=[O:16])[CH:11]([CH3:19])[CH2:10]2)=[C:4]([N+:20]([O-])=O)[CH:3]=1.[H][H]>[Ni].O1CCCC1>[NH2:20][C:4]1[CH:3]=[C:2]([Cl:1])[CH:7]=[CH:6][C:5]=1[NH:8][CH:9]1[CH2:14][CH2:13][N:12]([C:15]([O:17][CH3:18])=[O:16])[CH:11]([CH3:19])[CH2:10]1. Reported procedure: A mixture of 39.6 parts of methyl 4-(4-chloro-2-nitrophenylamino)-2-methyl-1-piperidinecarboxylate and 450 parts of tetrahydrofuran is hydrogenated at 40 lbs./sq. inch and at room temperature with 2 parts of raney-nickel catalyst. After the calculated amount of hydrogen is taken up, the catalyst is filtered off. The filtrate is evaporated, yielding methyl 4-(2-amino-4-chlorophenylamino)-2-methyl-1-piperidinecarboxylate as an oily residue. Starting materials: Cl.CC=1OC2=C(C1C)C=CC=C2[C@H](CN(CC)CC)O ((-)-2,3-dimethyl-7-(2-diethylamino-1(R)-hydroxyethyl)benzofuran hydrochloride). Solvent: CO (methanol). Yields the product CC=1OC2=C(C1C)C=CC=C2[C@H](CN(CC)CC)O ((-)-2,3-dimethyl-7-(2-diethylamino-1(R)-hydroxyethyl)benzofuran). RXN SMILES: Cl.[CH3:2][C:3]1[O:4][C:5]2[C:12]([C@@H:13]([OH:20])[CH2:14][N:15]([CH2:18][CH3:19])[CH2:16][CH3:17])=[CH:11][CH:10]=[CH:9][C:6]=2[C:7]=1[CH3:8]>CO>[CH3:2][C:3]1[O:4][C:5]2[C:12]([C@@H:13]([OH:20])[CH2:14][N:15]([CH2:16][CH3:17])[CH2:18][CH3:19])=[CH:11][CH:10]=[CH:9][C:6]=2[C:7]=1[CH3:8] |f:0.1|. Procedure: (-)-2,3-dimethyl-7-(2-diethylamino-1(R)-hydroxyethyl)benzofuran hydrochloride -[α]D20 =-85.3° (c=1, methanol)--M.p.: 138-142° C. Solvent: FC(C(=O)O)(F)F (trifluoroacetic acid). Starting materials: COC1=C(CN2CC=3N(C4=C(C2=O)C=CC=C4)C=NC3C(=O)OCC)C=CC(=C1)OC (ethyl 5,6-dihydro-5-(2,4-dimethoxybenzyl)-6-oxo-4H-imidazo[1,5-a][1,4]benzodiazepine-3-carboxylate). The product is O=C1NCC=2N(C3=C1C=CC=C3)C=NC2C(=O)OCC (ethyl 5,6-dihydro-6-oxo-4H-imidazo[1,5-a][1,4]benzodiazepine-3-carboxylate). Procedure: 90 g (214 mmol) of ethyl 5,6-dihydro-5-(2,4-dimethoxybenzyl)-6-oxo-4H-imidazo[1,5-a][1,4]benzodiazepine-3-carboxylate are heated to reflux while stirring for 3 hours in 300 ml of trifluoroacetic acid. After evaporation in vacuo, the residue is treated with water and made alkaline with 10 percent potassium carbonate solution. The separated material is filtered off under suction, washed with water and dried in vacuo. After recrystallisation from chloroform/hexane, there is obtained ethyl 5,6-dihyd... Reaction SMILES: COC1C=C(OC)C=CC=1C[N:6]1[C:12](=[O:13])[C:11]2[CH:14]=[CH:15][CH:16]=[CH:17][C:10]=2[N:9]2[CH:18]=[N:19][C:20]([C:21]([O:23][CH2:24][CH3:25])=[O:22])=[C:8]2[CH2:7]1>FC(F)(F)C(O)=O>[O:13]=[C:12]1[C:11]2[CH:14]=[CH:15][CH:16]=[CH:17][C:10]=2[N:9]2[CH:18]=[N:19][C:20]([C:21]([O:23][CH2:24][CH3:25])=[O:22])=[C:8]2[CH2:7][NH:6]1. Starting materials: C(CCC)[Li] (n-butyllithium), FC=1C=C(C=C(C1)F)CCCCC (3,5-Difluoro-1-pentylbenzene), C(=O)=O (carbon dioxide), CCOCC (ether). Solvent: C1CCOC1 (THF). Yields the product FC1=C(C(=O)O)C(=CC(=C1)CCCCC)F (2,6-Difluoro-4-pentylbenzoic acid). Reaction SMILES: C([Li])CCC.[F:6][C:7]1[CH:8]=[C:9]([CH2:14][CH2:15][CH2:16][CH2:17][CH3:18])[CH:10]=[C:11]([F:13])[CH:12]=1.[C:19](=[O:21])=[O:20].CCOCC>C1COCC1>[F:6][C:7]1[CH:8]=[C:9]([CH2:14][CH2:15][CH2:16][CH2:17][CH3:18])[CH:10]=[C:11]([F:13])[C:12]=1[C:19]([OH:21])=[O:20]. Reported procedure: A solution of n-butyllithium (10.5M in hexane; 2.70 ml, 0.028 mol) was added dropwise to a stirred, cooled (-78° C.) solution of compound 13 (5.10 g, 0.028 mol) in dry THF (30 ml) under dry nitrogen. The stirred mixture was maintained under these conditions for 2.5 h and then poured onto a slurry of solid carbon dioxide and dry ether. The product was extracted into 10% sodium hydroxide which was then acidified with 36% hydrochloric acid. The acidic mixture was washed with ether (twice), and the ...